The task is: describe an organic reaction: reactants, conditions, products, and yield. This data is from the Open Reaction Database (ORD), a public repository of structured organic reaction records. Run in FC(C(=O)O)(F)F (trifluoroacetic acid). Procedure: 0.38 g of 7-bromo-1-(1,3-dioxolan-2-ylmethyl)quinoxalin-2(1H)-one was dissolved in 15 mL of 80% aqueous trifluoroacetic acid solution, and stirred at room temperature for 16 hours. After the solvent was removed under reduced pressure, and the reaction mixture was alkalized by adding aqueous saturated sodium hydrogen carbonate solution, it was extracted with ethyl acetate. The organic layer was washed with aqueous saturated sodium chloride solution, dried over anhydrous magnesium sulfate, and the... Reaction SMILES: [Br:1][C:2]1[CH:11]=[C:10]2[C:5]([N:6]=[CH:7][C:8](=[O:18])[N:9]2[CH2:12][CH:13]2OCC[O:14]2)=[CH:4][CH:3]=1>FC(F)(F)C(O)=O>[Br:1][C:2]1[CH:11]=[C:10]2[C:5]([N:6]=[CH:7][C:8](=[O:18])[N:9]2[CH2:12][CH:13]=[O:14])=[CH:4][CH:3]=1. Reactants: BrC1=CC=C2N=CC(N(C2=C1)CC1OCCO1)=O (7-bromo-1-(1,3-dioxolan-2-ylmethyl)quinoxalin-2(1H)-one). Product: BrC1=CC=C2N=CC(N(C2=C1)CC=O)=O ((7-bromo-2-oxoquinoxalin-1(2H)-yl)acetaldehyde). Conditions: time 16 hour.